This data is from the Open Reaction Database (ORD), a public repository of structured organic reaction records. The task is: describe an organic reaction: reactants, conditions, products, and yield Reaction conditions: time 2 hour. Reported procedure: A solution of tetra-n-butylammonium fluoride (0.45 ml) was added dropwise over 15 minutes to a stirred solution of the compound (200 mg) obtained from step 4 above in tetrahydrofuran (5 ml) at 0° C. under nitrogen atmosphere. The reaction mixture was allowed to warm to room temperature at which stirring was continued for 2 hour. The volatiles were evaporated under reduced pressure and the residue thus obtained was partitioned between ethyl acetate and water. The phases were separated and the aqu... Solvent: O1CCCC1 (tetrahydrofuran). RXN SMILES: [F-].C([N+](CCCC)(CCCC)CCCC)CCC.CC([Si](C)(C)[O:24][CH2:25][CH2:26][CH:27]([CH:35]([O:45][CH2:46][C:47]1[CH:52]=[CH:51][C:50]([O:53][CH3:54])=[CH:49][CH:48]=1)[CH2:36][CH2:37][C:38]1[CH:43]=[CH:42][C:41]([Br:44])=[CH:40][CH:39]=1)[C:28]([O:30][C:31]([CH3:34])([CH3:33])[CH3:32])=[O:29])(C)C>O1CCCC1>[OH:24][CH2:25][CH2:26][CH:27]([CH:35]([O:45][CH2:46][C:47]1[CH:52]=[CH:51][C:50]([O:53][CH3:54])=[CH:49][CH:48]=1)[CH2:36][CH2:37][C:38]1[CH:39]=[CH:40][C:41]([Br:44])=[CH:42][CH:43]=1)[C:28]([O:30][C:31]([CH3:32])([CH3:34])[CH3:33])=[O:29] |f:0.1|. The yield is 73.9%. The reactants are [F-].C(CCC)[N+](CCCC)(CCCC)CCCC (tetra-n-butylammonium fluoride), CC(C)(C)[Si](OCCC(C(=O)OC(C)(C)C)C(CCC1=CC=C(C=C1)Br)OCC1=CC=C(C=C1)OC)(C)C (1,1-dimethylethyl 2-(2-{[(1,1-dimethylethyl)(dimethyl)silyl]oxy}ethyl)-5-(4-bromophenyl)-3-({[4-(methyloxy)phenyl]methyl}oxy)pentanoate). Yields the product OCCC(C(=O)OC(C)(C)C)C(CCC1=CC=C(C=C1)Br)OCC1=CC=C(C=C1)OC (1,1-dimethylethyl 2-(2-hydroxyethyl)-5-(4-bromophenyl)-3-({[4-(methyloxy)phenyl]methyl}oxy)pentanoate).